This data is from the Open Reaction Database (ORD), a public repository of structured organic reaction records. The task is: describe an organic reaction: reactants, conditions, products, and yield Starting materials: O1CCOC2=C1C=CC(=C2)CN(C(OC(C)(C)C)=O)C2CCN(CC2)CCN2C(C=CC1=C(C=CC=C21)O)=O (tert-butyl (2,3-dihydro-1,4-benzodioxin-6-ylmethyl)(1-(2-(5-hydroxy-2-oxoquinolin-1(2H)-yl)ethyl)piperidin-4-yl)carbamate), C([O-])([O-])=O.[K+].[K+] (potassium carbonate), BrCC(=O)OCC (ethyl bromoacetate), Cl (hydrochloric acid). The solvent is CN(C=O)C (N,N-dimethylformamide), O (water). Conditions: time 2 hour. Product: C(C)(C)(C)OC(=O)N(C1CCN(CC1)CCN1C(C=CC2=C(C=CC=C12)OCC(=O)OCC)=O)CC1=CC2=C(OCCO2)C=C1 (ethyl (1-(2-(4-((tert-butoxycarbonyl)(2,3-dihydro-1,4-benzodioxin-6-ylmethyl)amino)piperidin-1-yl)ethyl)-2-oxo-1,2-dihydroquinolin-5-yloxy)acetate). RXN SMILES: [O:1]1[C:6]2[CH:7]=[CH:8][C:9]([CH2:11][N:12]([CH:20]3[CH2:25][CH2:24][N:23]([CH2:26][CH2:27][N:28]4[C:37]5[C:32](=[C:33]([OH:38])[CH:34]=[CH:35][CH:36]=5)[CH:31]=[CH:30][C:29]4=[O:39])[CH2:22][CH2:21]3)[C:13](=[O:19])[O:14][C:15]([CH3:18])([CH3:17])[CH3:16])=[CH:10][C:5]=2[O:4][CH2:3][CH2:2]1.C(=O)([O-])[O-].[K+].[K+].Br[CH2:47][C:48]([O:50][CH2:51][CH3:52])=[O:49].Cl>O.CN(C)C=O>[C:15]([O:14][C:13]([N:12]([CH2:11][C:9]1[CH:8]=[CH:7][C:6]2[O:1][CH2:2][CH2:3][O:4][C:5]=2[CH:10]=1)[CH:20]1[CH2:25][CH2:24][N:23]([CH2:26][CH2:27][N:28]2[C:37]3[C:32](=[C:33]([O:38][CH2:47][C:48]([O:50][CH2:51][CH3:52])=[O:49])[CH:34]=[CH:35][CH:36]=3)[CH:31]=[CH:30][C:29]2=[O:39])[CH2:22][CH2:21]1)=[O:19])([CH3:18])([CH3:17])[CH3:16] |f:1.2.3|. Procedure details: To 3 mL of an N,N-dimethylformamide solution containing 166 mg of tert-butyl (2,3-dihydro-1,4-benzodioxin-6-ylmethyl)(1-(2-(5-hydroxy-2-oxoquinolin-1(2H)-yl)ethyl)piperidin-4-yl)carbamate, 65 mg of potassium carbonate and 43 μL of ethyl bromoacetate were added, and stirred at room temperature for 2 hours. After water was added to the reaction mixture and acidified with hydrochloric acid, the mixture was extracted with a mixture of ethyl acetate: toluene=5:1. The extracts were washed with aqueous... Starting materials: Cl (hydrochloric acid), CCCCCC (hexane), [H-].C(C(C)C)[Al+]CC(C)C (diisobutylaluminum hydride), O1CCCOC12CCCCC2 (1,5-dioxaspiro[5.5]-undecane). Run in C(Cl)Cl (methylene chloride), CO (methanol). Conditions: time 1 hour. Product: C1(CCCCC1)OCCCO (3-Cyclohexyloxypropyl alcohol). Isolated yield 0.8%. Reaction SMILES: CCCCCC.[H-].C([Al+]CC(C)C)C(C)C.[O:17]1[C:22]2([CH2:27][CH2:26][CH2:25][CH2:24][CH2:23]2)[O:21][CH2:20][CH2:19][CH2:18]1.Cl>C(Cl)Cl.CO>[CH:22]1([O:17][CH2:18][CH2:19][CH2:20][OH:21])[CH2:27][CH2:26][CH2:25][CH2:24][CH2:23]1 |f:1.2|. Procedure details: 14.0 ml (14.0 mmol) of a 1M hexane solution of diisobutylaluminum hydride were added dropwise over a period of 5 minutes to a solution of 1.01 g (647 mmol) of 1,5-dioxaspiro[5.5]-undecane in 5 ml of methylene chloride, and the resulting mixture was stirred for 1 hour at room temperature. At the end of this time, the reaction mixture was ice-cooled and 20 ml of methanol were added dropwise over a period of 5 minutes in order to stop the reaction. The mixture was stirred for 20 minutes at room tem... Reported procedure: 3.3 g (0.01 mol) 2-methyl-N-[4-methyl-2-[2-(methylsulfonyl)-4-pyrimidinyl]phenyl]propanamide was dissolved in 35 mL absolute ethanol and 3 g potassium hydrogen sulfide was added to this solution with stirring. The reaction mixture was stirred overnight at room temperature. 50 mL water was added and the volume reduced under vacuum to 40 mL. An additional 40 mL water was added and the solution thus obtained was made acidic with concentrated hydrochloric acid. The yellow precipitate was collected b... Yield: 75.9%. Yields the product SC1=NC=CC(=N1)C1=C(C=CC(=C1)C)NC(C(C)C)=O (N-[2-(2-mercapto-4-pyrimidyl)-4-methylphenyl]-2-methylpropanamide). Starting materials: O (water), CC(C(=O)NC1=C(C=C(C=C1)C)C1=NC(=NC=C1)S(=O)(=O)C)C (2-methyl-N-[4-methyl-2-[2-(methylsulfonyl)-4-pyrimidinyl]phenyl]propanamide), S.[K] (potassium hydrogen sulfide), O (water), Cl (hydrochloric acid). As a reaction SMILES: [CH3:1][CH:2]([CH3:23])[C:3]([NH:5][C:6]1[CH:11]=[CH:10][C:9]([CH3:12])=[CH:8][C:7]=1[C:13]1[CH:18]=[CH:17][N:16]=[C:15]([S:19](C)(=O)=O)[N:14]=1)=[O:4].S.[K].O.Cl>C(O)C>[SH:19][C:15]1[N:14]=[C:13]([C:7]2[CH:8]=[C:9]([CH3:12])[CH:10]=[CH:11][C:6]=2[NH:5][C:3](=[O:4])[CH:2]([CH3:1])[CH3:23])[CH:18]=[CH:17][N:16]=1 |f:1.2,^1:24|. Solvent: C(C)O (ethanol).